This data is from the Open Reaction Database (ORD), a public repository of structured organic reaction records. The task is: describe an organic reaction: reactants, conditions, products, and yield Reactants: C(C1=CC=CC=C1)S(=O)(=O)Cl (benzylsulfonyl chloride), ON1N=NC2=C1C=C(C=C2)Cl (1-hydroxy-6-chloro-1,2,3-benzotriazole). The solvent is CCOCC (ether), [OH-].[Na+] (sodium hydroxide), O (water). Yields the product C(C1=CC=CC=C1)S(=O)(=O)ON1N=NC2=C1C=C(C=C2)Cl (1-benzylsulfonyloxy-6-chloro-1,2,3-benzotriazole). Yield: 56.5%. As a reaction SMILES: [OH:1][N:2]1[C:6]2[CH:7]=[C:8]([Cl:11])[CH:9]=[CH:10][C:5]=2[N:4]=[N:3]1.[CH2:12]([S:19](Cl)(=[O:21])=[O:20])[C:13]1[CH:18]=[CH:17][CH:16]=[CH:15][CH:14]=1>[OH-].[Na+].O.CCOCC>[CH2:12]([S:19]([O:1][N:2]1[C:6]2[CH:7]=[C:8]([Cl:11])[CH:9]=[CH:10][C:5]=2[N:4]=[N:3]1)(=[O:21])=[O:20])[C:13]1[CH:18]=[CH:17][CH:16]=[CH:15][CH:14]=1 |f:2.3|. Reported procedure: In 1 N aqueous sodium hydroxide (13.0 ml) and water is dissolved 1-hydroxy-6-chloro-1,2,3-benzotriazole (2.23 g) and thereto is added dropwise a solution of benzylsulfonyl chloride (2.5 g) in ether (50 ml) under ice-cooling and stirring, and the mixture is stirred at the same temperature for 1.5 hours and further at room temperature for 1 hour. The reaction mixture is distilled to remove ether. To the resulting residue is added ethyl acetate. The ethyl acetate layer is dried and distilled to rem... RXN SMILES: Br[C:2]1[N:6]2[N:7]=[C:8]([NH:11][CH2:12][CH2:13][CH2:14][C:15]([O:17][CH2:18][CH3:19])=[O:16])[CH:9]=[CH:10][C:5]2=[N:4][CH:3]=1.[C:20]([C:23]1[S:27][C:26](B(O)O)=[CH:25][CH:24]=1)(=[O:22])[CH3:21]>C(N(CC)CC)C>[C:20]([C:23]1[S:27][C:26]([C:2]2[N:6]3[N:7]=[C:8]([NH:11][CH2:12][CH2:13][CH2:14][C:15]([O:17][CH2:18][CH3:19])=[O:16])[CH:9]=[CH:10][C:5]3=[N:4][CH:3]=2)=[CH:25][CH:24]=1)(=[O:22])[CH3:21]. The product is C(C)(=O)C1=CC=C(S1)C1=CN=C2N1N=C(C=C2)NCCCC(=O)OCC (Ethyl 4-((3-(5-acetylthiophen-2-yl)imidazo[1,2-b]pyridazin-6-yl)amino)butanoate). Starting materials: BrC1=CN=C2N1N=C(C=C2)NCCCC(=O)OCC (ethyl 4-((3-bromoimidazo[1,2-b]pyridazin-6-yl)amino)butanoate), C(C)(=O)C1=CC=C(S1)B(O)O ((5-acetylthiophen-2-yl)boronic acid). The yield is 74.0%. Procedure details: The ethyl 4-((3-bromoimidazo[1,2-b]pyridazin-6-yl)amino)butanoate was subjected to Suzuki coupling with (5-acetylthiophen-2-yl)boronic acid, using triethylamine as the base and the procedure described in example 5.6.19 to give 74% yield of the product. Run in C(C)N(CC)CC (triethylamine). Starting materials: 1-(3-Dimethylaminopropyl)-3-ethylcarboiimide hydrochloride, FC(C=1C=C(C=CC1)S(=O)(=O)N1CCC(CC1)ON)(F)F (O-(1-(3-(trifluoromethyl)phenylsulfonyl)piperidin-4-yl)hydroxylamine), ON1N=NC2=C1C=CC=C2 (1-hydroxybenzotriazole), FC1=CC=C(C(=O)O)C=C1 (4-fluorobenzoic acid), C(C)(C)N(C(C)C)CC (N,N-diisopropylethylamine). The solvent is CN(C=O)C (N,N-dimethylformamide). Conditions: time 17 hour. Product: FC1=CC=C(C(=O)NOC2CCN(CC2)S(=O)(=O)C2=CC(=CC=C2)C(F)(F)F)C=C1 (4-fluoro-N-(1-(3-(trifluoromethyl)phenylsulfonyl)piperidin-4-yloxy)benzamide). Yield: 81.0%. RXN SMILES: [F:1][C:2]([F:21])([F:20])[C:3]1[CH:4]=[C:5]([S:9]([N:12]2[CH2:17][CH2:16][CH:15]([O:18][NH2:19])[CH2:14][CH2:13]2)(=[O:11])=[O:10])[CH:6]=[CH:7][CH:8]=1.ON1C2C=CC=CC=2N=N1.[F:32][C:33]1[CH:41]=[CH:40][C:36]([C:37](O)=[O:38])=[CH:35][CH:34]=1.C(N(CC)C(C)C)(C)C>CN(C)C=O>[F:32][C:33]1[CH:41]=[CH:40][C:36]([C:37]([NH:19][O:18][CH:15]2[CH2:14][CH2:13][N:12]([S:9]([C:5]3[CH:6]=[CH:7][CH:8]=[C:3]([C:2]([F:1])([F:20])[F:21])[CH:4]=3)(=[O:11])=[O:10])[CH2:17][CH2:16]2)=[O:38])=[CH:35][CH:34]=1. Procedure: 1-(3-Dimethylaminopropyl)-3-ethylcarboiimide hydrochloride (138 mg, 0.72 mmol) was added to a solution of O-(1-(3-(trifluoromethyl)phenylsulfonyl)piperidin-4-yl)hydroxylamine (195 mg, 0.60 mmol), 1-hydroxybenzotriazole (97.0 mg, 0.72 mmol), 4-fluorobenzoic acid (84.0 mg, 0.60 mmol) and N,N-diisopropylethylamine (233 mg, 1.80 mmol) in N,N-dimethylformamide (8 ml). The reaction mixture was stirred at room temperature for 17 hours and quenched with H2O (50 ml) and aqueous 1 N HCl solution (pH=3). T... Run in C1(=CC=CC=C1)C (toluene). Procedure details: T-Butyl 2,4,5-trichlorophenyl carbonate is a known compound and one method for its preparation is described in an article by W. Broadbent, J. S. Morley and B. E. Stone in the Journal of the Chemical Society (C), 1967 pages 2632-2637. Briefly, in this method a solution of phosgene in toluene is treated with 2,4,5-trichlorophenol at -10° C, followed by addition of dimethylaniline at such a rate that the reaction temperature is maintained at 5°-10° C. The mixture is heated to 20°-24° C and maintain... The product is ClC(=O)OC1=C(C=C(C(=C1)Cl)Cl)Cl (2,4,5-trichlorophenyl chloroformate). The reactants are C(OC(C)(C)C)(OC1=C(C=C(C(=C1)Cl)Cl)Cl)=O (T-Butyl 2,4,5-trichlorophenyl carbonate), CN(C1=CC=CC=C1)C (dimethylaniline), ( C ), C(=O)(Cl)Cl (phosgene), ClC1=C(C=C(C(=C1)Cl)Cl)O (2,4,5-trichlorophenol). RXN SMILES: [C:1](=O)([O:7][C:8]1[CH:13]=[C:12]([Cl:14])[C:11]([Cl:15])=[CH:10][C:9]=1[Cl:16])[O:2]C(C)(C)C.C(Cl)([Cl:20])=O.ClC1C=C(Cl)C(Cl)=CC=1O.CN(C)C1C=CC=CC=1>C1(C)C=CC=CC=1>[Cl:20][C:1]([O:7][C:8]1[CH:13]=[C:12]([Cl:14])[C:11]([Cl:15])=[CH:10][C:9]=1[Cl:16])=[O:2].